From a dataset of the Open Reaction Database (ORD), a public repository of structured organic reaction records. describe an organic reaction: reactants, conditions, products, and yield Reactants: Cl.NO (hydroxylamine hydrochloride), C([O-])([O-])=O.[Na+].[Na+] (sodium carbonate), C(CCC)OC1=CC=C(C=C1)CCCCCCCCC(=O)Cl (9(4-butoxyphenyl)nonanoyl chloride). Run in C(Cl)Cl (CH2Cl2). Run at time 72 hour. Yields the product C(CCC)OC1=CC=C(C=C1)CCCCCCCCC(=O)NO (9(4-Butoxyphenyl)nonanohydroxamic acid). Isolated yield 30.0%. As a reaction SMILES: Cl.[NH2:2][OH:3].C(=O)([O-])[O-].[Na+].[Na+].[CH2:10]([O:14][C:15]1[CH:20]=[CH:19][C:18]([CH2:21][CH2:22][CH2:23][CH2:24][CH2:25][CH2:26][CH2:27][CH2:28][C:29](Cl)=[O:30])=[CH:17][CH:16]=1)[CH2:11][CH2:12][CH3:13]>C(Cl)Cl>[CH2:10]([O:14][C:15]1[CH:20]=[CH:19][C:18]([CH2:21][CH2:22][CH2:23][CH2:24][CH2:25][CH2:26][CH2:27][CH2:28][C:29]([NH:2][OH:3])=[O:30])=[CH:17][CH:16]=1)[CH2:11][CH2:12][CH3:13] |f:0.1,2.3.4|. Procedure details: To a cold, stirring suspension of 1.1 gm hydroxylamine hydrochloride and 1.5 gms sodium carbonate in 25 ml CH2Cl2 was added dropwise 3.7 gms 9(4-butoxyphenyl)nonanoyl chloride. This mixture was stirred in the cold for 1/2 hr and then for 72 hrs at room temperature. The reaction mixture was filtered. The precipitated solid was crystallized three times from CH2Cl2 (treating with charcoal during the second crystallization) to give 1.1 gms of product of m.p. 99°-101°. Elemental analysis: calculated ... Reactants: C(C=C)OC1(CCN(CC1)C1=C(C(=NC=2N1N=C(C2)C=2C=C(C=CC2)C2=C(C=CC(=C2)C)OC(C)C(C=C)C)C)[C@@H](C(=O)OCC)OC(C)(C)C)C ((2S)-ethyl 2-(7-(4-(allyloxy)-4-methylpiperidin-1-yl)-5-methyl-2-(5′-methyl-2′-((3-methylpent-4-en-2-yl)oxy)-[1,1′-biphenyl]-3-yl)pyrazolo[1,5-a]pyrimidin-6-yl)-2-(tert-butoxy)acetate). Reagents/catalysts: C1(=C(C(=CC(=C1)C)C)N1C(N(CC1)C1=C(C=C(C=C1C)C)C)=[Ru](=CC1=C(C=CC=C1)OC(C)C)(Cl)Cl)C ((1,3-dimesitylimidazolidin-2-ylidene)(2-isopropoxybenzylidene)ruthenium(VI) chloride), [Cu]I (CuI). Run in ClCCCl (DCE). Product: C(C)(C)(C)O[C@H](C(=O)OCC)C1=C2N3CCC(OCC=CC(C(OC=4C=CC(=CC4C4=CC=CC(C5=NN2C(N=C1C)=C5)=C4)C)C)C)(CC3)C (Ethyl (2S)-2-(tert-butoxy)-2-[4,17,22,23,28-pentamethyl-21,27-dioxa-1,5,7,8-tetraazahexacyclo[26.2.2.16,9.110,14.02,7.015,20]tetratriaconta-2,4,6(34),8,10(33), 11,13,15(20),16,18,24-undecaen-3-yl]acetate). RXN SMILES: [CH2:1]([O:4][C:5]1([CH3:52])[CH2:10][CH2:9][N:8]([C:11]2[N:16]3[N:17]=[C:18]([C:20]4[CH:21]=[C:22]([C:26]5[CH:31]=[C:30]([CH3:32])[CH:29]=[CH:28][C:27]=5[O:33][CH:34]([CH:36]([CH3:39])C=C)[CH3:35])[CH:23]=[CH:24][CH:25]=4)[CH:19]=[C:15]3[N:14]=[C:13]([CH3:40])[C:12]=2[C@H:41]([O:47][C:48]([CH3:51])([CH3:50])[CH3:49])[C:42]([O:44][CH2:45][CH3:46])=[O:43])[CH2:7][CH2:6]1)[CH:2]=[CH2:3]>ClCCCl.[Cu]I.C1(C)C=C(C)C=C(C)C=1N1CCN(C2C(C)=CC(C)=CC=2C)C1=[Ru](Cl)(Cl)=CC1C=CC=CC=1OC(C)C>[C:48]([O:47][C@@H:41]([C:12]1[C:13]([CH3:40])=[N:14][C:15]2=[CH:19][C:18]3=[N:17][N:16]2[C:11]=1[N:8]1[CH2:9][CH2:10][C:5]([CH3:52])([O:4][CH2:1][CH:2]=[CH:3][CH:36]([CH3:39])[CH:34]([CH3:35])[O:33][C:27]2[CH:28]=[CH:29][C:30]([CH3:32])=[CH:31][C:26]=2[C:22]2[CH:21]=[C:20]3[CH:25]=[CH:24][CH:23]=2)[CH2:6][CH2:7]1)[C:42]([O:44][CH2:45][CH3:46])=[O:43])([CH3:51])([CH3:49])[CH3:50]. Reported procedure: To a mixture of (2S)-ethyl 2-(7-(4-(allyloxy)-4-methylpiperidin-1-yl)-5-methyl-2-(5′-methyl-2′-((3-methylpent-4-en-2-yl)oxy)-[1,1′-biphenyl]-3-yl)pyrazolo[1,5-a]pyrimidin-6-yl)-2-(tert-butoxy)acetate (250 mg, 0.353 mmol) and CuI (67.2 mg, 0.353 mmol) in DCE (200 mL) at 70° C. was added (1,3-dimesitylimidazolidin-2-ylidene)(2-isopropoxybenzylidene)ruthenium(VI) chloride (22.10 mg, 0.035 mmol) and the resulting mixture was refluxed for 2 h. At this point LCMS indicates completion of reaction. Mixt... Starting materials: CC1=CC=C(C=C1)S(=O)(=O)O[C@@H]1COCC1 ((S)-3-(4-methylphenylsulfonyloxy)-tetrahydrofuran), ClC1=C(C=C(C=C1)[C@]1(O)[C@H](O)[C@@H](O)[C@H](O)[C@H](O1)CO)CC1=CC=C(C=C1)O (1-chloro-4-(β-D-glucopyranos-1-yl)-2-(4-hydroxybenzyl)-benzene), C([O-])([O-])=O.[Cs+].[Cs+] (cesium carbonate), C([O-])([O-])=O.[Cs+].[Cs+] (caesium carbonate), CC1=CC=C(C=C1)S(=O)(=O)O[C@@H]1COCC1 ((S)-3-(4-methylphenyl-sulfonyloxy)-tetrahydrofuran). Run in CN(C=O)C (dimethylformamide), [Cl-].[Na+].O (brine). Conditions: temperature 75 celsius, time 14 hour. The product is ClC1=C(C=C(C=C1)[C@]1(O)[C@H](O)[C@@H](O)[C@H](O)[C@H](O1)CO)CC1=CC=C(C=C1)O[C@H]1COCC1 (1-chloro-4-(β-D-glucopyranos-1-yl)-2-[4-((R)-tetrahydrofuran-3-yloxy)-benzyl]-benzene). Reaction SMILES: CC1C=CC(S(O[C@H:12]2[CH2:16][CH2:15][O:14][CH2:13]2)(=O)=O)=CC=1.[Cl:17][C:18]1[CH:23]=[CH:22][C:21]([C@:24]2([O:33][C@H:32]([CH2:34][OH:35])[C@@H:30]([OH:31])[C@H:28]([OH:29])[C@H:26]2[OH:27])[OH:25])=[CH:20][C:19]=1[CH2:36][C:37]1[CH:42]=[CH:41][C:40]([OH:43])=[CH:39][CH:38]=1.C(=O)([O-])[O-].[Cs+].[Cs+]>CN(C)C=O.[Cl-].[Na+].O>[Cl:17][C:18]1[CH:23]=[CH:22][C:21]([C@:24]2([O:33][C@H:32]([CH2:34][OH:35])[C@@H:30]([OH:31])[C@H:28]([OH:29])[C@H:26]2[OH:27])[OH:25])=[CH:20][C:19]=1[CH2:36][C:37]1[CH:38]=[CH:39][C:40]([O:43][C@@H:12]2[CH2:16][CH2:15][O:14][CH2:13]2)=[CH:41][CH:42]=1 |f:2.3.4,6.7.8|. Procedure details: 0.19 g (S)-3-(4-methylphenylsulfonyloxy)-tetrahydrofuran are added to a mixture of 0.20 g 1-chloro-4-(β-D-glucopyranos-1-yl)-2-(4-hydroxybenzyl)-benzene and 0.29 g cesium carbonate in 2.5 ml dimethylformamide. The mixture is stirred at 75° C. for 4 h, before another 0.29 g caesium carbonate and 0.19 g (S)-3-(4-methylphenyl-sulfonyloxy)-tetrahydrofuran are added. After an additional 14 h stirring at 75° C. the mixture is cooled to ambient temperature, and brine is added. The resulting mixture is ... Starting materials: NCCN1N=C(C=C1)C=1C=CC(=C(C#N)C1)[N+](=O)[O-] (5-(1-(2-aminoethyl)-1H-pyrazol-3-yl)-2-nitrobenzonitrile), N1=C(C=CC=C1)C1=NNC(=C1)C(=O)O (3-(pyridin-2-yl)-1H-pyrazole-5-carboxylic acid). Product: C(#N)C=1C=C(C=CC1[N+](=O)[O-])C1=NN(C=C1)CCNC(=O)C1=CC(=NN1)C1=NC=CC=C1 (N-(2-(3-(3-cyano-4-nitrophenyl)-1H-pyrazol-1-yl)ethyl)-3-(pyridin-2-yl)-1H-pyrazole-5-carboxamide). Reaction SMILES: [NH2:1][CH2:2][CH2:3][N:4]1[CH:8]=[CH:7][C:6]([C:9]2[CH:10]=[CH:11][C:12]([N+:17]([O-:19])=[O:18])=[C:13]([CH:16]=2)[C:14]#[N:15])=[N:5]1.[N:20]1[CH:25]=[CH:24][CH:23]=[CH:22][C:21]=1[C:26]1[CH:30]=[C:29]([C:31](O)=[O:32])[NH:28][N:27]=1>>[C:14]([C:13]1[CH:16]=[C:9]([C:6]2[CH:7]=[CH:8][N:4]([CH2:3][CH2:2][NH:1][C:31]([C:29]3[NH:28][N:27]=[C:26]([C:21]4[CH:22]=[CH:23][CH:24]=[CH:25][N:20]=4)[CH:30]=3)=[O:32])[N:5]=2)[CH:10]=[CH:11][C:12]=1[N+:17]([O-:19])=[O:18])#[N:15]. Procedure: The title compound was prepared from 5-(1-(2-aminoethyl)-1H-pyrazol-3-yl)-2-nitrobenzonitrile (0.10 g) and 3-(pyridin-2-yl)-1H-pyrazole-5-carboxylic acid (0.077 g) using the method of Example 34(d). Yield 0.21 g. 1H-NMR (400 MHz; d6-DMSO): δ 3.75 (t, 2H), 4.41 (t, 2H), 7.09 (s, 1H), 7.24-7.39 (m, 2H), 7.82-7.91 (m, 3H), 8.37-8.70 (m, 5H), 13.84 (br s, 1H). The reactants are C1COCCN1, CCN=C=NCCCN(C)C, COc1ccc(-c2c(Cl)c(CN3C(=O)CCC3=O)nc3sc4c(c23)CCC(C(=O)O)C4)cc1, Cl, CN(C)C=O, O. Yields the product COc1ccc(-c2c(Cl)c(CN3C(=O)CCC3=O)nc3sc4c(c23)CCC(C(=O)N2CCOCC2)C4)cc1. As a reaction SMILES: [CH2:34]1[CH2:35][O:36][CH2:37][CH2:38][NH:39]1.[CH3:41][N:42]([CH3:43])[CH2:44][CH2:45][CH2:46][N:47]=[C:48]=[N:49][CH2:50][CH3:51].[Cl:1][c:2]1[c:3](-[c:26]2[cH:27][cH:28][c:29]([O:32][CH3:33])[cH:30][cH:31]2)[c:4]2[c:5]([n:6][c:7]1[CH2:8][N:9]1[C:10](=[O:15])[CH2:11][CH2:12][C:13]1=[O:14])[s:16][c:17]1[c:18]2[CH2:19][CH2:20][CH:21]([C:23](=[O:24])[OH:25])[CH2:22]1.[ClH:40].[O:52]=[CH:53][N:54]([CH3:55])[CH3:56].[OH2:57]>>[Cl:1][c:2]1[c:3](-[c:26]2[cH:27][cH:28][c:29]([O:32][CH3:33])[cH:30][cH:31]2)[c:4]2[c:5]([n:6][c:7]1[CH2:8][N:9]1[C:10](=[O:15])[CH2:11][CH2:12][C:13]1=[O:14])[s:16][c:17]1[c:18]2[CH2:19][CH2:20][CH:21]([C:23](=[O:24])[N:39]2[CH2:34][CH2:35][O:36][CH2:37][CH2:38]2)[CH2:22]1. The reactants are Cl.N=C1CCCCC(N1)CC=CC1=CC=C(O1)C(=O)OC (methyl 5-[3-(hexahydro-7-imino-1H-azepin-2-yl)-1-propenyl]furan-2-carboxylate, monohydrochloride). Reagents/catalysts: [Pd] (Pd on carbon). Solvent: CCO (EtOH). Product: Cl.N=C1CCCCC(N1)CCCC1=CC=C(O1)C(=O)OC (methyl 5-[3-(hexahydro-7-imino-1H-azepin-2-yl)propyl]furan-2-carboxylate, monohydrochloride). Reaction SMILES: [ClH:1].[NH:2]=[C:3]1[NH:9][CH:8]([CH2:10][CH:11]=[CH:12][C:13]2[O:17][C:16]([C:18]([O:20][CH3:21])=[O:19])=[CH:15][CH:14]=2)[CH2:7][CH2:6][CH2:5][CH2:4]1>CCO.[Pd]>[ClH:1].[NH:2]=[C:3]1[NH:9][CH:8]([CH2:10][CH2:11][CH2:12][C:13]2[O:17][C:16]([C:18]([O:20][CH3:21])=[O:19])=[CH:15][CH:14]=2)[CH2:7][CH2:6][CH2:5][CH2:4]1 |f:0.1,4.5|. Procedure: The title material of Example 179 in EtOH is hydrogenated over 10% Pd on carbon catalyst in a standard Parr apparatus by the method of Example 35 to generate the title product.